This data is from the Open Reaction Database (ORD), a public repository of structured organic reaction records. The task is: describe an organic reaction: reactants, conditions, products, and yield The reactants are ClC1=C(C=CC=C1)C1=NCC(NC2=C1C=C(C=C2)Cl)=S (1,3-dihydro-5-(2-chlorophenyl)-7-chloro-2H-1,4-benzodiazepine-2-thione), Cl.ClCCN1CCOCC1 (1-chloro-2-morpholinoethane hydrochloride), [OH-].[K+] (potassium hydroxide), O1CCCC1 (tetrahydrofuran). The solvent is O (water). Conditions: time 3 hour. Yields the product O1CCN(CC1)CCSC1=NC2=C(C(=NC1)C1=C(C=CC=C1)Cl)C=C(C=C2)Cl (2-(2-morpholinoethylthio)-5-(2-chlorophenyl)-7-chloro-3H-1,4-benzodiazepine). Reaction SMILES: [Cl:1][C:2]1[CH:7]=[CH:6][CH:5]=[CH:4][C:3]=1[C:8]1[C:14]2[CH:15]=[C:16]([Cl:19])[CH:17]=[CH:18][C:13]=2[NH:12][C:11](=[S:20])[CH2:10][N:9]=1.[OH-].[K+].O1CCCC1.Cl.Cl[CH2:30][CH2:31][N:32]1[CH2:37][CH2:36][O:35][CH2:34][CH2:33]1>O>[O:35]1[CH2:36][CH2:37][N:32]([CH2:31][CH2:30][S:20][C:11]2[CH2:10][N:9]=[C:8]([C:3]3[CH:4]=[CH:5][CH:6]=[CH:7][C:2]=3[Cl:1])[C:14]3[CH:15]=[C:16]([Cl:19])[CH:17]=[CH:18][C:13]=3[N:12]=2)[CH2:33][CH2:34]1 |f:1.2,4.5|. Reported procedure: To a solution of 6.4 g of 1,3-dihydro-5-(2-chlorophenyl)-7-chloro-2H-1,4-benzodiazepine-2-thione in a solvent mixture comprising 34 ml of a 10% aqueous potassium hydroxide and 2.5 ml of tetrahydrofuran is added 4.5 g of 1-chloro-2-morpholinoethane hydrochloride, and the resulting mixture is stirred at room temperature for 3 hours. The reaction mixture is diluted with water and extracted with ethyl acetate. The extract is washed with water, dried over magnesium sulfate and, thereafter, the solven... Reactants: N#CCC(=O)O, ClCCl, O=C(Cl)C(=O)Cl, NC(=O)c1ccc(Nc2nc(NC3CCNCC3)c3cc[nH]c3n2)cc1, CN(C)C=O, O. Yields the product N#CCC(=O)N1CCC(Nc2nc(Nc3ccc(C(N)=O)cc3)nc3[nH]ccc23)CC1. Reaction SMILES: [C:1](#[N:2])[CH2:3][C:4](=[O:5])[OH:6].[Cl:40][CH2:41][Cl:42].[Cl:7][C:8]([C:9]([Cl:10])=[O:11])=[O:12].[NH:13]1[CH2:14][CH2:15][CH:16]([NH:19][c:20]2[c:21]3[c:22]([n:23][c:24]([NH:26][c:27]4[cH:28][cH:29][c:30]([C:31](=[O:32])[NH2:33])[cH:34][cH:35]4)[n:25]2)[nH:36][cH:37][cH:38]3)[CH2:17][CH2:18]1.[O:43]=[CH:44][N:45]([CH3:46])[CH3:47].[OH2:39]>>[C:1](#[N:2])[CH2:3][C:4](=[O:6])[N:13]1[CH2:14][CH2:15][CH:16]([NH:19][c:20]2[c:21]3[c:22]([n:23][c:24]([NH:26][c:27]4[cH:28][cH:29][c:30]([C:31](=[O:32])[NH2:33])[cH:34][cH:35]4)[n:25]2)[nH:36][cH:37][cH:38]3)[CH2:17][CH2:18]1. Reactants: [OH-].[Na+] (sodium hydroxide), N1C(=NC=C1)CC1=CC=C(OCC(=O)OCC)C=C1 (ethyl 4-(1-imidazolylmethyl)phenoxyacetate), Cl (hydrochloric acid). The solvent is O (water). Run at time 20 minute. Yields the product O.Cl.N1C(=NC=C1)CC1=CC=C(OCC(=O)O)C=C1 (4-(1-imidazolylmethyl)phenoxyacetic acid hydrochloride monohydrate). The yield is 94.9%. As a reaction SMILES: [OH-].[Na+].[NH:3]1[CH:7]=[CH:6][N:5]=[C:4]1[CH2:8][C:9]1[CH:21]=[CH:20][C:12]([O:13][CH2:14][C:15]([O:17]CC)=[O:16])=[CH:11][CH:10]=1.[ClH:22]>O>[OH2:13].[ClH:22].[NH:3]1[CH:7]=[CH:6][N:5]=[C:4]1[CH2:8][C:9]1[CH:10]=[CH:11][C:12]([O:13][CH2:14][C:15]([OH:17])=[O:16])=[CH:20][CH:21]=1 |f:0.1,5.6.7|. Procedure: To a solution of 0.42 g of sodium hydroxide in 30 ml of water was added 2.3 g of ethyl 4-(1-imidazolylmethyl)phenoxyacetate and the mixture was stirred at room temperature for 20 minutes. After completion of the reaction, an adequate amount of diluted hydrochloric acid was added to the solution to make it acidic. The reaction mixture was concentrated to dryness under reduced pressure, and the residue was recrystallized from water to obtain 2.4 g of 4-(1-imidazolylmethyl)phenoxyacetic acid hydroc... The reactants are ClC1=CC=C(C=C1)O (4-chlorophenol), O (water), [OH-].[Na+] (sodium hydroxide), NC1=NC(=CC(=N1)F)F (2-amino-4,6-difluoropyrimidine). The solvent is CO (methanol), CN1C(CCC1)=O (N-methyl-2-pyrrolidone). Run at temperature 140 celsius, time 4 hour. Yields the product NC1=NC(=CC(=N1)F)OC1=CC=C(C=C1)Cl (2-amino-6-(4-chlorophenoxy)-4-fluoropyrimidine). RXN SMILES: [OH-].[Na+].[Cl:3][C:4]1[CH:9]=[CH:8][C:7]([OH:10])=[CH:6][CH:5]=1.[NH2:11][C:12]1[N:17]=[C:16](F)[CH:15]=[C:14]([F:19])[N:13]=1.O>CO.CN1CCCC1=O>[NH2:11][C:12]1[N:13]=[C:14]([F:19])[CH:15]=[C:16]([O:10][C:7]2[CH:8]=[CH:9][C:4]([Cl:3])=[CH:5][CH:6]=2)[N:17]=1 |f:0.1|. Procedure: 2.52 g (0.038 mol) of 85% sodium hydroxide were dissolved in 50 ml of methanol, 4.9 g (0.0382 mol) of 4-chlorophenol were added, and the mixture was evaporated to dryness. The residue of salt obtained in this way was taken up in 50 ml of N-methyl-2-pyrrolidone and, at 25° C., 5.0 g (0.0382 mol) of 2-amino-4,6-difluoropyrimidine were added, and the mixture was stirred at 140° C. for 4 hours. After the reaction mixture had been cooled to 25° C. it was stirred into 500 ml of water, and the resultin... The reactants are [OH-].[K+] (potassium hydroxide), CC=1C=C(C(=O)OCC2CCN(CC2)C(C2=CC(=CC=C2)C)=O)C=CC1 ([1-(3-methylbenzoyl)-4-piperidyl]methyl 3-methylbenzoate). Solvent: C(C)O (ethanol), O (water), C(C)O (ethanol). Conditions: temperature 20 celsius, time 3 hour. Product: CC=1C=C(C(=O)N2CCC(CC2)CO)C=CC1 (1-(3-Methylbenzoyl)-4-piperidinemethanol). Reaction SMILES: [OH-].[K+].CC1C=C(C=CC=1)C([O:9][CH2:10][CH:11]1[CH2:16][CH2:15][N:14]([C:17](=[O:25])[C:18]2[CH:23]=[CH:22][CH:21]=[C:20]([CH3:24])[CH:19]=2)[CH2:13][CH2:12]1)=O>C(O)C.O>[CH3:24][C:20]1[CH:19]=[C:18]([CH:23]=[CH:22][CH:21]=1)[C:17]([N:14]1[CH2:15][CH2:16][CH:11]([CH2:10][OH:9])[CH2:12][CH2:13]1)=[O:25] |f:0.1|. Procedure: A solution of 12.76 g (0.23 mol) of potassium hydroxide in 75 ml of ethanol and 75 ml of water is added to a solution of 80 g (0.23 mol) of [1-(3-methylbenzoyl)-4-piperidyl]methyl 3-methylbenzoate in 400 ml of ethanol. The mixture is stirred at 20° C. for 3 h, the solvent evaporated off under reduced pressure and the aqueous phase extracted with ethyl acetate. The organic phase is washed with water and then with saturated aqueous sodium chloride solution, and dried over magnesium sulphate. The s... The reactants are CC(C)(C)OC(=O)C1CCCN1CC(=O)C(Cc1ccccc1)NC(=O)OCc1ccccc1, Cc1ccc(S(=O)(=O)O)cc1, CC(C)CCC(=O)NC(CC(N)=O)C(=O)O. Yields the product CC(C)CCC(=O)NC(CC(N)=O)C(=O)NC(Cc1ccccc1)C(=O)CN1CCCC1C(=O)OC(C)(C)C. As a reaction SMILES: [C:1]([CH3:2])([CH3:3])([CH3:4])[O:5][C:6]([CH:7]1[N:8]([CH2:12][C:13]([CH:14]([NH:15][C:16](=[O:17])[O:18][CH2:19][c:20]2[cH:21][cH:22][cH:23][cH:24][cH:25]2)[CH2:26][c:27]2[cH:28][cH:29][cH:30][cH:31][cH:32]2)=[O:33])[CH2:9][CH2:10][CH2:11]1)=[O:34].[CH3:35][c:36]1[cH:37][cH:38][c:39]([S:40](=[O:41])(=[O:42])[OH:43])[cH:44][cH:45]1.[CH3:46][CH:47]([CH2:48][CH2:49][C:50](=[O:51])[NH:52][CH:53]([CH2:54][C:55]([NH2:56])=[O:57])[C:58]([OH:59])=[O:60])[CH3:61]>>[C:1]([CH3:2])([CH3:3])([CH3:4])[O:5][C:6]([CH:7]1[N:8]([CH2:12][C:13]([CH:14]([NH:15][C:16](=[O:17])[CH:53]([NH:52][C:50]([CH2:49][CH2:48][CH:47]([CH3:46])[CH3:61])=[O:51])[CH2:54][C:55]([NH2:56])=[O:57])[CH2:26][c:27]2[cH:28][cH:29][cH:30][cH:31][cH:32]2)=[O:33])[CH2:9][CH2:10][CH2:11]1)=[O:34]. Starting materials: C(CO)O (ethylene glycol), S(=O)(Cl)Cl (thionyl chloride), C(C1=CN=CC=C1)(=O)O (nicotinic acid). Run in O1CCCC1 (tetrahydrofuran). Run at temperature 60 celsius. The product is Cl.OCCOC(=O)C=1C=NC=CC1 (3-Pyridinecarboxylic acid (2-hydroxy)ethyl ester hydrochloride). Reaction SMILES: [CH2:1]([OH:4])[CH2:2][OH:3].S(Cl)([Cl:7])=O.[C:9](O)(=[O:16])[C:10]1[CH:15]=[CH:14][CH:13]=[N:12][CH:11]=1>O1CCCC1>[ClH:7].[OH:3][CH2:2][CH2:1][O:4][C:9]([C:10]1[CH:11]=[N:12][CH:13]=[CH:14][CH:15]=1)=[O:16] |f:4.5|. Procedure details: To 120 mL cold (-10° C.) ethylene glycol, 16 mL of thionyl chloride were added dropwise. Upon completion of the addition, 24.6 g (0.2 mol) of nicotinic acid were added portionwise and the reaction mixture was heated overnight at 60° C. Then, 700 mL of hot tetrahydrofuran were added and the mixture was cooled. The solid which formed was removed by filtration and washed with ether to give 28.5 g of the title compound as white crystals. The reactants are Cc1ccccc1, N#CC1=C(C#N)C(=O)C(Cl)=C(Cl)C1=O, O=CC=Cc1ccccc1, OCCCc1ccccc1. Yields the product O=C(C=Cc1ccccc1)OCCCc1ccccc1. RXN SMILES: [CH3:35][c:36]1[cH:37][cH:38][cH:39][cH:40][cH:41]1.[Cl:11][C:12]1=[C:23]([Cl:24])[C:21](=[O:22])[C:18]([C:19]#[N:20])=[C:15]([C:16]#[N:17])[C:13]1=[O:14].[O:1]=[CH:2][CH:3]=[CH:4][c:5]1[cH:6][cH:7][cH:8][cH:9][cH:10]1.[c:25]1([CH2:31][CH2:32][CH2:33][OH:34])[cH:26][cH:27][cH:28][cH:29][cH:30]1>>[O:1]=[C:2]([CH:3]=[CH:4][c:5]1[cH:6][cH:7][cH:8][cH:9][cH:10]1)[O:34][CH2:33][CH2:32][CH2:31][c:25]1[cH:26][cH:27][cH:28][cH:29][cH:30]1. The reactants are O=C(O)CC1CCc2cc(Br)cc3[nH]c(=O)c(=O)n1c23, CCOC(C)=O, CC(=O)O, ONc1ccccc1. Yields the product O=C(CC1CCc2cc(Br)cc3[nH]c(=O)c(=O)n1c23)N(O)c1ccccc1. RXN SMILES: [Br:1][c:2]1[cH:3][c:4]2[c:5]3[n:6]([c:7](=[O:13])[c:8](=[O:12])[nH:9][c:10]3[cH:11]1)[CH:14]([CH2:17][C:18](=[O:19])[OH:20])[CH2:15][CH2:16]2.[C:29]([O:30][CH2:31][CH3:32])(=[O:33])[CH3:34].[C:35]([OH:36])(=[O:37])[CH3:38].[OH:21][NH:22][c:23]1[cH:24][cH:25][cH:26][cH:27][cH:28]1>>[Br:1][c:2]1[cH:3][c:4]2[c:5]3[n:6]([c:7](=[O:13])[c:8](=[O:12])[nH:9][c:10]3[cH:11]1)[CH:14]([CH2:17][C:18](=[O:19])[N:22]([OH:21])[c:23]1[cH:24][cH:25][cH:26][cH:27][cH:28]1)[CH2:15][CH2:16]2. Reactants: N#Cc1cc2ccc(Br)cc2cc1C#N, C[O-], CO, N, [Na+], [Na]. Product: N=C1NC(=N)c2cc3cc(Br)ccc3cc21. As a reaction SMILES: [Br:1][c:2]1[cH:3][c:4]2[cH:5][c:6]([C:14]#[N:15])[c:7]([C:12]#[N:13])[cH:8][c:9]2[cH:10][cH:11]1.[CH3:16][O-:17].[CH3:21][OH:22].[NH3:20].[Na+:18].[Na:19]>>[Br:1][c:2]1[cH:3][c:4]2[cH:5][c:6]3[c:7]([cH:8][c:9]2[cH:10][cH:11]1)[C:12](=[NH:13])[NH:15][C:14]3=[NH:20].